From a dataset of the Open Reaction Database (ORD), a public repository of structured organic reaction records. describe an organic reaction: reactants, conditions, products, and yield Starting materials: [H-].[Na+] (NaH), C(C1=CC=CC=C1)N1C=2N(CCC1)C(N=C(C2)Cl)=O (1-benzyl-8-chloro-3,4-dihydro-1H-pyrimido[1,6-a]pyrimidin-6(2H)-one), FC=1C=C(C=CC1F)CO ((3,4-difluorophenyl)methanol). The solvent is CN(C=O)C (N,N-dimethylformamide). Run at time 30 minute. Product: C(C1=CC=CC=C1)N1C=2N(CCC1)C(N=C(C2)OCC2=CC(=C(C=C2)F)F)=O (1-benzyl-8-((3,4-difluorobenzyl)oxy)-3,4-dihydro-1H-pyrimido[1,6-a]pyrimidin-6(2H)-one). Yield: 31.9%. RXN SMILES: [H-].[Na+].[CH2:3]([N:10]1[CH2:15][CH2:14][CH2:13][N:12]2[C:16](=[O:21])[N:17]=[C:18](Cl)[CH:19]=[C:11]12)[C:4]1[CH:9]=[CH:8][CH:7]=[CH:6][CH:5]=1.[F:22][C:23]1[CH:24]=[C:25]([CH2:30][OH:31])[CH:26]=[CH:27][C:28]=1[F:29]>CN(C)C=O>[CH2:3]([N:10]1[CH2:15][CH2:14][CH2:13][N:12]2[C:16](=[O:21])[N:17]=[C:18]([O:31][CH2:30][C:25]3[CH:26]=[CH:27][C:28]([F:29])=[C:23]([F:22])[CH:24]=3)[CH:19]=[C:11]12)[C:4]1[CH:9]=[CH:8][CH:7]=[CH:6][CH:5]=1 |f:0.1|. Reported procedure: To a suspension of NaH (21.76 mg, 0.54 mmol) in N,N-dimethylformamide (DMF) (2 mL), 1-benzyl-8-chloro-3,4-dihydro-1H-pyrimido[1,6-a]pyrimidin-6(2H)-one (50 mg, 0.18 mmol) was added (3,4-difluorophenyl)methanol (0.026 mL, 0.22 mmol) at r.t., and stirred for 30 mins. The reaction mixture was quenched by water. Purification via reverse phase column (0.3% trifluoroacetate acid in acetonitrile/water) afforded the title compound (22 mg). The reactants are C(C)(C)(C)OC(=O)N(C(C1=C(C=CC(=C1)N1S(CCC1)(=O)=O)C(=O)N1CCN(CC1)C1=NC=C(C=C1C)CC)=O)C(=O)OC(C)(C)C (N,N-di-tert-butyloxycarbonyl-5-(1,1-dioxo-1λ6-isothiazolidin-2-yl)-2-[4-(5-ethyl-3-methylpyridin-2-yl)piperazine-1-carbonyl]benzamide), N1CCOCC1 (morpholine). The product is O=S1(N(CCC1)C1=CC(=C(C=C1)C(=O)N1CCN(CC1)C1=NC=C(C=C1C)CC)C(=O)N1CCOCC1)=O ([4-(1,1-dioxo-1λ6-isothiazolidin-2-yl)-2-(morpholine-4-carbonyl)phenyl][4-(5-ethyl-3-methylpyridin-2-yl)piperazin-1-yl]methanone). Reaction SMILES: C(O[C:6]([N:8](C(OC(C)(C)C)=O)[C:9](=[O:40])[C:10]1[CH:15]=[C:14]([N:16]2[CH2:20][CH2:19][CH2:18][S:17]2(=[O:22])=[O:21])[CH:13]=[CH:12][C:11]=1[C:23]([N:25]1[CH2:30][CH2:29][N:28]([C:31]2[C:36]([CH3:37])=[CH:35][C:34]([CH2:38][CH3:39])=[CH:33][N:32]=2)[CH2:27][CH2:26]1)=[O:24])=O)(C)(C)C.N1C[CH2:52][O:51][CH2:50][CH2:49]1>>[O:22]=[S:17]1(=[O:21])[CH2:18][CH2:19][CH2:20][N:16]1[C:14]1[CH:13]=[CH:12][C:11]([C:23]([N:25]2[CH2:30][CH2:29][N:28]([C:31]3[C:36]([CH3:37])=[CH:35][C:34]([CH2:38][CH3:39])=[CH:33][N:32]=3)[CH2:27][CH2:26]2)=[O:24])=[C:10]([C:9]([N:8]2[CH2:49][CH2:50][O:51][CH2:52][CH2:6]2)=[O:40])[CH:15]=1. Procedure: Using N,N-di-tert-butyloxycarbonyl-5-(1,1-dioxo-1λ6-isothiazolidin-2-yl)-2-[4-(5-ethyl-3-methylpyridin-2-yl)piperazine-1-carbonyl]benzamide (249 mg) described in Example 785 and morpholine (39 μL) and by the reaction and treatment in the same manner as in Example 770, the title compound (58 mg) was obtained. Reactants: Cl (hydrogen chloride), Cl.COC1=C2CCC(CC2=CC=C1OC)N (1,2,3,4-Tetrahydro-5,6-dimethoxy-2-naphthalenamine hydrochloride), C([O-])([O-])=O.[K+].[K+] (potassium carbonate), BrCCCCCCBr (1,6-dibromohexane). Solvent: C(C)#N (acetonitrile), C(C)#N (acetonitrile). Run at time 24 hour. The product is Cl.Cl.COC1=C2CCC(CC2=CC=C1OC)NCCCCCCNC1CC2=CC=C(C(=C2CC1)OC)OC (N,N'-Bis-(1,2,3,4-tetrahydro-5,6-dimethoxy-2-naphthyl)hexane -1,6-diamine dihydrochloride). Isolated yield 20.2%. RXN SMILES: [ClH:1].[CH3:2][O:3][C:4]1[C:13]([O:14][CH3:15])=[CH:12][CH:11]=[C:10]2[C:5]=1[CH2:6][CH2:7][CH:8]([NH2:16])[CH2:9]2.[C:17](=[O:20])([O-])[O-].[K+].[K+].Br[CH2:24][CH2:25][CH2:26][CH2:27][CH2:28][CH2:29]Br.Cl>C(#N)C>[ClH:1].[ClH:1].[CH3:2][O:3][C:4]1[C:13]([O:14][CH3:15])=[CH:12][CH:11]=[C:10]2[C:5]=1[CH2:6][CH2:7][CH:8]([NH:16][CH2:24][CH2:25][CH2:26][CH2:27][CH2:28][CH2:29][NH:16][CH:8]1[CH2:7][CH2:6][C:5]3[C:10](=[CH:11][CH:12]=[C:13]([O:20][CH3:17])[C:4]=3[O:3][CH3:2])[CH2:9]1)[CH2:9]2 |f:0.1,2.3.4,8.9.10|. Procedure: 1,2,3,4-Tetrahydro-5,6-dimethoxy-2-naphthalenamine hydrochloride (4.87 g) in acetonitrile (100 ml) was added slowly to a stirred suspension of potassium carbonate (3.0 g) in a refluxing solution of 1,6-dibromohexane (2.44 g) in acetonitrile (100 ml) over a period of 1 hour. When the addition was complete, reflux was continued for 24 hours, the solution filtered to remove inorganic salts, and the filtrate evaporated in vacuo to give an oil. Chromatography on silica, eluting with chloroform: metha... Product: CCCS(=O)CCCN(CC)CC(O)c1ccc(C#N)cc1. Reaction SMILES: [CH2:1]([CH3:2])[N:3]([CH2:4][CH:5]([OH:6])[c:7]1[cH:8][cH:9][c:10]([C:11]#[N:12])[cH:13][cH:14]1)[CH2:15][CH2:16][CH2:17][S:18][CH2:19][CH2:20][CH3:21].[Cl:22][c:23]1[cH:24][cH:25][cH:26][c:27]([C:28]([O:29][OH:31])=[O:30])[cH:32]1>>[CH2:1]([CH3:2])[N:3]([CH2:4][CH:5]([OH:6])[c:7]1[cH:8][cH:9][c:10]([C:11]#[N:12])[cH:13][cH:14]1)[CH2:15][CH2:16][CH2:17][S:18]([CH2:19][CH2:20][CH3:21])=[O:30]. Starting materials: CCCSCCCN(CC)CC(O)c1ccc(C#N)cc1, O=C(OO)c1cccc(Cl)c1. The reactants are O=C([O-])O, CCO, Nc1cc(F)c([N+](=O)[O-])cc1[N+](=O)[O-], NCCc1c[nH]c2ccccc12, [Na+], O. The product is Nc1cc(NCCc2c[nH]c3ccccc23)c([N+](=O)[O-])cc1[N+](=O)[O-]. RXN SMILES: [C:13](=[O:14])([OH:15])[O-:16].[CH3:33][CH2:34][OH:35].[N+:18](=[O:19])([O-:20])[c:21]1[c:22]([NH2:23])[cH:24][c:25]([F:31])[c:26]([N+:28](=[O:29])[O-:30])[cH:27]1.[NH2:1][CH2:2][CH2:3][c:4]1[cH:5][nH:6][c:7]2[cH:8][cH:9][cH:10][cH:11][c:12]12.[Na+:17].[OH2:32]>>[NH:1]([CH2:2][CH2:3][c:4]1[cH:5][nH:6][c:7]2[cH:8][cH:9][cH:10][cH:11][c:12]12)[c:25]1[cH:24][c:22]([NH2:23])[c:21]([N+:18](=[O:19])[O-:20])[cH:27][c:26]1[N+:28](=[O:29])[O-:30]. The reactants are O=C([O-])[O-], C=CCc1cc2c(=O)c3c(F)cccc3oc2c(Cl)c1O, ClC(Cl)Cl, O=C(OO)c1cccc(Cl)c1, [K+], [K+], O. Yields the product O=C(O)C1Cc2cc3c(=O)c4c(F)cccc4oc3c(Cl)c2O1. As a reaction SMILES: [C:37]([O-:38])([O-:39])=[O:40].[CH2:1]([CH:2]=[CH2:3])[c:4]1[cH:5][c:6]2[c:7](=[O:21])[c:8]3[c:9]([F:20])[cH:10][cH:11][cH:12][c:13]3[o:14][c:15]2[c:16]([Cl:19])[c:17]1[OH:18].[CH:33]([Cl:34])([Cl:35])[Cl:36].[Cl:22][c:23]1[cH:24][cH:25][cH:26][c:27]([C:28]([O:29][OH:30])=[O:31])[cH:32]1.[K+:41].[K+:42].[OH2:43]>>[CH2:1]1[CH:2]([C:37]([OH:38])=[O:40])[O:18][c:17]2[c:4]1[cH:5][c:6]1[c:7](=[O:21])[c:8]3[c:9]([F:20])[cH:10][cH:11][cH:12][c:13]3[o:14][c:15]1[c:16]2[Cl:19]. The reactants are C=O, CNC(CCc1ccc(OC)cc1)c1cccc(OC(=O)N(C)C)c1, O=CO, Cl, [Na+], [OH-]. Product: COc1ccc(CCC(c2cccc(OC(=O)N(C)C)c2)N(C)C)cc1. As a reaction SMILES: [CH2:1]=[O:2].[CH3:4][N:5]([C:6]([O:7][c:8]1[cH:9][c:10]([CH:14]([CH2:15][CH2:16][c:17]2[cH:18][cH:19][c:20]([O:23][CH3:24])[cH:21][cH:22]2)[NH:25][CH3:26])[cH:11][cH:12][cH:13]1)=[O:27])[CH3:28].[CH:31]([OH:32])=[O:33].[ClH:3].[Na+:30].[OH-:29]>>[CH3:1][N:25]([CH:14]([c:10]1[cH:9][c:8]([O:7][C:6]([N:5]([CH3:4])[CH3:28])=[O:27])[cH:13][cH:12][cH:11]1)[CH2:15][CH2:16][c:17]1[cH:18][cH:19][c:20]([O:23][CH3:24])[cH:21][cH:22]1)[CH3:26].